describe an organic reaction: reactants, conditions, products, and yield From a dataset of the Open Reaction Database (ORD), a public repository of structured organic reaction records. The reactants are [N+](=O)([O-])C=1C=C(C(=O)O)C=C(C1NCCC1=CC=CC=C1)S(N)(=O)=O (3-nitro-4-(β-phenylethylamino)-5-sulphamyl-benzoic acid), N(C1=CC=CC=C1)C1=C(C=C(C(=O)O)C=C1S(N)(=O)=O)[N+](=O)[O-] (4-anilino-3-nitro-5-sulphamyl-benzoic acid). The product is NC=1C=C(C(=O)O)C=C(C1NCCC1=CC=CC=C1)S(N)(=O)=O (3-amino-4-(β-phenylethylamino)-5-sulphamyl-benzoic acid). As a reaction SMILES: [N+:1]([C:4]1[CH:5]=[C:6]([CH:10]=[C:11]([S:22](=[O:25])(=[O:24])[NH2:23])[C:12]=1[NH:13][CH2:14][CH2:15][C:16]1[CH:21]=[CH:20][CH:19]=[CH:18][CH:17]=1)[C:7]([OH:9])=[O:8])([O-])=O.N(C1C(S(=O)(=O)N)=CC(C(O)=O)=CC=1[N+]([O-])=O)C1C=CC=CC=1>>[NH2:1][C:4]1[CH:5]=[C:6]([CH:10]=[C:11]([S:22](=[O:25])(=[O:24])[NH2:23])[C:12]=1[NH:13][CH2:14][CH2:15][C:16]1[CH:21]=[CH:20][CH:19]=[CH:18][CH:17]=1)[C:7]([OH:9])=[O:8]. Procedure details: By substituting 3-nitro-4-(β-phenylethylamino)-5-sulphamyl-benzoic acid for the 4-anilino-3-nitro-5-sulphamyl-benzoic acid Example 9 B, the above compound was obtained with a melting point of 194°-195°C. Reactants: C1CNCCN1, CC#N, Cc1nc(C)c(Cl)c(NCc2nccc(SCCCCCl)c2C)n1, [I-], [Na+], [Na+], [Na+], O=C([O-])[O-], O. Yields the product Cc1nc(C)c(Cl)c(NCc2nccc(SCCCCN3CCNCC3)c2C)n1. RXN SMILES: [CH2:25]1[CH2:26][NH:27][CH2:28][CH2:29][NH:30]1.[CH3:39][C:40]#[N:41].[Cl:1][CH2:2][CH2:3][CH2:4][CH2:5][S:6][c:7]1[c:8]([CH3:24])[c:9]([CH2:13][NH:14][c:15]2[n:16][c:17]([CH3:23])[n:18][c:19]([CH3:22])[c:20]2[Cl:21])[n:10][cH:11][cH:12]1.[I-:38].[Na+:31].[Na+:32].[Na+:37].[O-:33][C:34](=[O:35])[O-:36].[OH2:42]>>[CH2:2]([CH2:3][CH2:4][CH2:5][S:6][c:7]1[c:8]([CH3:24])[c:9]([CH2:13][NH:14][c:15]2[n:16][c:17]([CH3:23])[n:18][c:19]([CH3:22])[c:20]2[Cl:21])[n:10][cH:11][cH:12]1)[N:27]1[CH2:26][CH2:25][NH:30][CH2:29][CH2:28]1. Yields the product title compound, O1CCOC2=C1C=CC(=C2)SC2=C(C=C(C=C2)C2=CC(=NC=C2)N2CCC(CC2)C(=O)N)C(F)(F)F (4′-(4-(2,3-Dihydro-benzo(1,4)dioxin-6-ylsulfanyl)-3-trifluoromethyl-phenyl)-3,4,5,6-tetrahydro-2H-(1,2′)bipyridinyl-4-carboxylic acid amide). Procedure details: The title compound was prepared according to the procedures of Example 38E, substituting compound 76 with compound 118 (0.033 g, 0.0779 mmol) and 3-hydroxypyrrolidine with isonipecotamide. A yellow solid 126 was obtained (0.024 g, 47%). 1H-NMR (CDCl3, 400 MHz) δ 1.90-1.99 (m, 2H), 2.08-2.14 (m, 2H), 2.58-2.65 (m, 1H), 3.38-3.45 (m, 2H), 4.28-4.34 (m, 6H), 5.55 (br s, 1H), 5.97 (br s, 1H), 6.93-6.98 (m, 3H), 7.05 (dd, J=2.0 Hz, 8.2 Hz, 1H), 7.09 (d, J=1.8 Hz, 1H), 7.12 (d, J=8.4 Hz, 1H), 7.53 (d,... Reaction SMILES: [O:1]1[C:6]2[CH:7]=[CH:8][C:9]([S:11][C:12]3[CH:17]=[CH:16][C:15]([C:18]4[CH:23]=[CH:22][N:21]=[CH:20][CH:19]=4)=[CH:14][C:13]=3[C:24]([F:27])([F:26])[F:25])=[CH:10][C:5]=2[O:4][CH2:3][CH2:2]1.OC1CCNC1.[NH:34]1[CH2:42][CH2:41][CH:37]([C:38]([NH2:40])=[O:39])[CH2:36][CH2:35]1>>[O:1]1[C:6]2[CH:7]=[CH:8][C:9]([S:11][C:12]3[CH:17]=[CH:16][C:15]([C:18]4[CH:19]=[CH:20][N:21]=[C:22]([N:34]5[CH2:42][CH2:41][CH:37]([C:38]([NH2:40])=[O:39])[CH2:36][CH2:35]5)[CH:23]=4)=[CH:14][C:13]=3[C:24]([F:25])([F:26])[F:27])=[CH:10][C:5]=2[O:4][CH2:3][CH2:2]1. Starting materials: N1CCC(C(=O)N)CC1 (isonipecotamide), O1CCOC2=C1C=CC(=C2)SC2=C(C=C(C=C2)C2=CC=NC=C2)C(F)(F)F (4-(4-(2,3-dihydro-benzo(1,4)dioxin-6-ylsulfanyl)-3-trifluoromethyl-phenyl)-pyridine), OC1CNCC1 (3-hydroxypyrrolidine). Starting materials: CCOc1c(C(N)=O)oc2c3ccccc3n(-c3ccccc3)c12, O. Product: CCOc1c(C#N)oc2c3ccccc3n(-c3ccccc3)c12. As a reaction SMILES: [CH2:1]([CH3:2])[O:3][c:4]1[c:5]([C:22](=[O:23])[NH2:24])[o:6][c:7]2[c:8]1[n:9](-[c:16]1[cH:17][cH:18][cH:19][cH:20][cH:21]1)[c:10]1[cH:11][cH:12][cH:13][cH:14][c:15]21.[OH2:25]>>[CH2:1]([CH3:2])[O:3][c:4]1[c:5]([C:22]#[N:24])[o:6][c:7]2[c:8]1[n:9](-[c:16]1[cH:17][cH:18][cH:19][cH:20][cH:21]1)[c:10]1[cH:11][cH:12][cH:13][cH:14][c:15]21. Reactants: CC1=C(C=CC(=C1)N1N=NN=C1)CC(=O)O ([2-methyl-4-(1H-tetrazol-1-yl)phenyl]acetic acid), NC1=CC(=C(C=C1)CC(=O)O)C(F)(F)F ([4-amino-2-(trifluoromethyl)phenyl]acetic acid). The product is N1(N=NN=C1)C1=CC(=C(C=C1)CC(=O)O)C(F)(F)F ([4-(1H-tetrazol-1-yl)-2-(trifluoromethyl)phenyl]acetic acid). Reaction SMILES: CC1C=[C:6]([N:8]2C=N[N:10]=[N:9]2)C=CC=1CC(O)=O.[NH2:17][C:18]1[CH:23]=[CH:22][C:21]([CH2:24][C:25]([OH:27])=[O:26])=[C:20]([C:28]([F:31])([F:30])[F:29])[CH:19]=1>>[N:17]1([C:18]2[CH:23]=[CH:22][C:21]([CH2:24][C:25]([OH:27])=[O:26])=[C:20]([C:28]([F:29])([F:30])[F:31])[CH:19]=2)[CH:6]=[N:8][N:9]=[N:10]1. Procedure details: [4-(1H-tetrazol-1-yl)-2-(trifluoromethyl)phenyl]acetic acid was prepared in a similar fashion to that described for the synthesis of [2-methyl-4-(1H-tetrazol-1-yl)phenyl]acetic acid starting from [4-amino-2-(trifluoromethyl)phenyl]acetic acid. LC-MS (IE, m/z): 273 [M+1]+. Starting materials: Fc1cccc(OCCCOCc2ccccc2)c1Nc1nc(Cl)ncc1Cl, COCCN1CCc2ccc(N)cc2CC1. Yields the product COCCN1CCc2ccc(Nc3ncc(Cl)c(Nc4c(F)cccc4OCCCOCc4ccccc4)n3)cc2CC1. Reaction SMILES: [CH2:17]([c:18]1[cH:19][cH:20][cH:21][cH:22][cH:23]1)[O:24][CH2:25][CH2:26][CH2:27][O:28][c:29]1[c:30]([NH:36][c:37]2[n:38][c:39]([Cl:44])[n:40][cH:41][c:42]2[Cl:43])[c:31]([F:35])[cH:32][cH:33][cH:34]1.[CH3:1][O:2][CH2:3][CH2:4][N:5]1[CH2:6][CH2:7][c:8]2[c:9]([cH:12][c:13]([NH2:16])[cH:14][cH:15]2)[CH2:10][CH2:11]1>>[CH3:1][O:2][CH2:3][CH2:4][N:5]1[CH2:6][CH2:7][c:8]2[c:9]([cH:12][c:13]([NH:16][c:39]3[n:38][c:37]([NH:36][c:30]4[c:29]([O:28][CH2:27][CH2:26][CH2:25][O:24][CH2:17][c:18]5[cH:19][cH:20][cH:21][cH:22][cH:23]5)[cH:34][cH:33][cH:32][c:31]4[F:35])[c:42]([Cl:43])[cH:41][n:40]3)[cH:14][cH:15]2)[CH2:10][CH2:11]1. The yield is 18.0%. Reaction SMILES: [CH2:1]([CH:11]([CH2:63][CH2:64][CH2:65][CH2:66][CH2:67][CH2:68][CH2:69][CH2:70]CCCC)[CH2:12][N:13]=[C:14]([C:16]1[C:25]2[C:24]([C:26]([OH:28])=[O:27])=[C:23]([Br:29])[C:22]([Br:30])=[C:21]([C:31]([OH:33])=[O:32])[C:20]=2[C:19]([C:34](=[N:36][CH2:37][CH:38]([CH2:51][CH2:52][CH2:53][CH2:54][CH2:55][CH2:56][CH2:57][CH2:58]CC)[CH2:39][CH2:40][CH2:41][CH2:42][CH2:43][CH2:44]CCCCCC)[OH:35])=[C:18]([Br:61])[C:17]=1[Br:62])[OH:15])[CH2:2][CH2:3][CH2:4][CH2:5][CH2:6]CCCC.C(C(CCCCCCCC)CN)CCCCC>>[CH2:39]([CH:38]([CH2:51][CH2:52][CH2:53][CH2:54][CH2:55][CH2:56][CH2:57][CH3:58])[CH2:37][N:36]=[C:34]([C:19]1[C:20]2[C:21]([C:31]([OH:33])=[O:32])=[C:22]([Br:30])[C:23]([Br:29])=[C:24]([C:26]([OH:28])=[O:27])[C:25]=2[C:16]([C:14](=[N:13][CH2:12][CH:11]([CH2:1][CH2:2][CH2:3][CH2:4][CH2:5][CH3:6])[CH2:63][CH2:64][CH2:65][CH2:66][CH2:67][CH2:68][CH2:69][CH3:70])[OH:15])=[C:17]([Br:62])[C:18]=1[Br:61])[OH:35])[CH2:40][CH2:41][CH2:42][CH2:43][CH3:44]. Reactants: C(CCCCCCCCC)C(CN=C(O)C1=C(C(=C(C=2C(=C(C(=C(C12)C(=O)O)Br)Br)C(=O)O)C(O)=NCC(CCCCCCCCCCCC)CCCCCCCCCC)Br)Br)CCCCCCCCCCCC (N,N′-di(2-decyltetradecyl)-2,3,6,7-tetrabromonaphthalene-1,4,5,8-tetracarboxylic acid diimide), C(CCCCC)C(CN)CCCCCCCC (2-hexyldecyl amine). Procedure: The same synthetic method for compound 22 was used except using 2-hexyldecyl amine instead of 2-decyltetradecyl amine, and the yield was 18% (calculated based on TBNDA as a starting material). Yields the product C(CCCCC)C(CN=C(O)C1=C(C(=C(C=2C(=C(C(=C(C12)C(=O)O)Br)Br)C(=O)O)C(O)=NCC(CCCCCCCC)CCCCCC)Br)Br)CCCCCCCC (N,N′-di(2-hexyldecyl)-2,3,6,7-tetrabromonaphthalene-1,4,5,8-tetracarboxylic acid diimide). Starting materials: ClCCCCC1(C(NC2=C(C=CC=C12)C)=O)CC(C)C (3-(4-chlorobutyl)-3-isobutyl-7-methyl-1,3-dihydro-2H-indol-2-one), ClC1=CC=C(C=C1)N1CCNCC1 (1-(4-chlorophenyl)-piperazine). Yields the product Cl.ClC1=CC=C(C=C1)N1CCN(CC1)CCCCC1(C(NC2=C(C=CC=C12)C)=O)CC(C)C (3-{4-[4-(4-Chlorophenyl)-piperazin-1-yl]-butyl}-3-isobutyl-7-methyl-1,3-dihydro-2H-indol-2-one monohydrochloride). As a reaction SMILES: [Cl:1][CH2:2][CH2:3][CH2:4][CH2:5][C:6]1([CH2:17][CH:18]([CH3:20])[CH3:19])[C:14]2[C:9](=[C:10]([CH3:15])[CH:11]=[CH:12][CH:13]=2)[NH:8][C:7]1=[O:16].[Cl:21][C:22]1[CH:27]=[CH:26][C:25]([N:28]2[CH2:33][CH2:32][NH:31][CH2:30][CH2:29]2)=[CH:24][CH:23]=1>>[ClH:1].[Cl:21][C:22]1[CH:23]=[CH:24][C:25]([N:28]2[CH2:33][CH2:32][N:31]([CH2:2][CH2:3][CH2:4][CH2:5][C:6]3([CH2:17][CH:18]([CH3:19])[CH3:20])[C:14]4[C:9](=[C:10]([CH3:15])[CH:11]=[CH:12][CH:13]=4)[NH:8][C:7]3=[O:16])[CH2:30][CH2:29]2)=[CH:26][CH:27]=1 |f:2.3|. Procedure: The title compound is prepared according to process H by applying processing method 2 starting from 3-(4-chlorobutyl)-3-isobutyl-7-methyl-1,3-dihydro-2H-indol-2-one and 1-(4-chlorophenyl)-piperazine. Starting materials: C(C1=CC=CC=C1)(=O)NC(C(CN(C(=O)N1[C@H](C(=O)O)CCC1)C)=O)CC1=CNC2=CC=CC=C12 ((±)-1-[[[3-(Benzoylamino)-4-(1H-indol-3-yl)-2-oxobutyl]methylamino]carbonyl]-L-proline), [BH4-].[Na+] (sodium borohydride). Yields the product C(C1=CC=CC=C1)(=O)NC(C(CN(C(=O)N1[C@H](C(=O)O)CCC1)C)O)CC1=CNC2=CC=CC=C12 ((±)-1-[[[3-(benzoylamino)-4-(1H-indol-3-yl)-2-hydroxybutyl]methylamino]carbonyl]-L-proline). RXN SMILES: [C:1]([NH:9][CH:10]([CH2:26][C:27]1[C:35]2[C:30](=[CH:31][CH:32]=[CH:33][CH:34]=2)[NH:29][CH:28]=1)[C:11](=[O:25])[CH2:12][N:13]([CH3:24])[C:14]([N:16]1[CH2:23][CH2:22][CH2:21][C@H:17]1[C:18]([OH:20])=[O:19])=[O:15])(=[O:8])[C:2]1[CH:7]=[CH:6][CH:5]=[CH:4][CH:3]=1.[BH4-].[Na+]>>[C:1]([NH:9][CH:10]([CH2:26][C:27]1[C:35]2[C:30](=[CH:31][CH:32]=[CH:33][CH:34]=2)[NH:29][CH:28]=1)[CH:11]([OH:25])[CH2:12][N:13]([CH3:24])[C:14]([N:16]1[CH2:23][CH2:22][CH2:21][C@H:17]1[C:18]([OH:20])=[O:19])=[O:15])(=[O:8])[C:2]1[CH:7]=[CH:6][CH:5]=[CH:4][CH:3]=1 |f:1.2|. Procedure: The product from part (d) is treated with sodium borohydride according to the procedure of Example 1(f) to yield (±)-1-[[[3-(benzoylamino)-4-(1H-indol-3-yl)-2-hydroxybutyl]methylamino]carbonyl]-L-proline. The reactants are C(C)(C)(CC)C1=CC=C(C(=O)C2=C(C(=O)O)C=CC=C2)C=C1 (2-(4'-tert-amylbenzoyl)-benzoic acid), C1(C=2C(C(=O)O1)=CC=CC2)=O (phthalic anhydride), [Al+3].[Cl-].[Cl-].[Cl-] (AlCl3), C(C)B(CC)CC (triethylboron). RXN SMILES: [C:1]1(=O)OC(=O)C2=CC=CC=C12.[Al+3].[Cl-].[Cl-].[Cl-].C(B(CC)CC)C.[C:23]([C:28]1[CH:44]=[CH:43][C:31]([C:32]([C:34]2[CH:42]=[CH:41][CH:40]=[CH:39][C:35]=2[C:36]([OH:38])=[O:37])=[O:33])=[CH:30][CH:29]=1)([CH2:26][CH3:27])([CH3:25])C>C(C1C=CC=CC=1)(CC)(C)C>[CH:23]([C:28]1[CH:29]=[CH:30][C:31]([C:32]([C:34]2[CH:42]=[CH:41][CH:40]=[CH:39][C:35]=2[C:36]([OH:38])=[O:37])=[O:33])=[CH:43][CH:44]=1)([CH:26]([CH3:1])[CH3:27])[CH3:25] |f:1.2.3.4|. Procedure details: 74 g (0.5 mole) of phthalic anhydride and 134 g (1.10 moles) of AlCl3 were reacted with 20 g (0.2 mole) of triethylboron in 74 g of tert-amylbenzene for 8 hours, as described in Example 1. After the mixture had been worked up in a conventional manner, 127 g (86% of theory) of a mixture of 2-(4'-tert-amylbenzoyl)-benzoic acid and 2-(4'-sec-isoamylbenzoyl)-benzoic acid (tertiary/secondary ratio=60:40) were obtained. Product: C(C)(C(C)C)C1=CC=C(C(=O)C2=C(C(=O)O)C=CC=C2)C=C1 (2-(4'-sec-isoamylbenzoyl)-benzoic acid). The solvent is C(C)(C)(CC)C1=CC=CC=C1 (tert-amylbenzene).